From a dataset of the Open Reaction Database (ORD), a public repository of structured organic reaction records. describe an organic reaction: reactants, conditions, products, and yield Reactants: C([O-])([O-])=O.[K+].[K+] (Potassium carbonate), NC(CN(C(=O)C1=CC=C2C(=CN(C2=C1)C1=NC=C(C=N1)Br)S(=O)C)C)=O (N-(2-Amino-2-oxoethyl)-1-(5-bromopyrimidin-2-yl)-N-methyl-3-(methylsulfinyl)-1H-indole-6-carboxamide), FC1=C(C=C(C=C1)OC)B(O)O (2-fluoro-5-methoxyphenylboronic acid). The solvent is C(C)(C)(CC)O (tert-amylalcohol), O (water). Run at temperature 95 celsius, time 4 hour. Yields the product NC(CN(C(=O)C1=CC=C2C(=CN(C2=C1)C1=NC=C(C=N1)C1=C(C=CC(=C1)OC)F)S(=O)C)C)=O (N-(2-Amino-2-oxoethyl)-1-(5-(2-fluoro-5-methoxyphenyl)pyrimidin-2-yl)-N-methyl-3-(methylsulfinyl)-1H-indole-6-carboxamide). As a reaction SMILES: C(=O)([O-])[O-].[K+].[K+].[NH2:7][C:8](=[O:33])[CH2:9][N:10]([CH3:32])[C:11]([C:13]1[CH:21]=[C:20]2[C:16]([C:17]([S:29]([CH3:31])=[O:30])=[CH:18][N:19]2[C:22]2[N:27]=[CH:26][C:25](Br)=[CH:24][N:23]=2)=[CH:15][CH:14]=1)=[O:12].[F:34][C:35]1[CH:40]=[CH:39][C:38]([O:41][CH3:42])=[CH:37][C:36]=1B(O)O>C(O)(CC)(C)C.O>[NH2:7][C:8](=[O:33])[CH2:9][N:10]([CH3:32])[C:11]([C:13]1[CH:21]=[C:20]2[C:16]([C:17]([S:29]([CH3:31])=[O:30])=[CH:18][N:19]2[C:22]2[N:27]=[CH:26][C:25]([C:36]3[CH:37]=[C:38]([O:41][CH3:42])[CH:39]=[CH:40][C:35]=3[F:34])=[CH:24][N:23]=2)=[CH:15][CH:14]=1)=[O:12] |f:0.1.2|. Procedure details: Potassium carbonate (110 mg, 0.79 mmol) and (Ataphos)2PdCl2 (19 mg, 0.026 mmol) were added under an inert atmosphere to a solution of 279a) (120 mg, 0.26 mmol) and 2-fluoro-5-methoxyphenylboronic acid (91 mg, 0.53 mmol) in tert-amylalcohol (4.0 mL) and water (0.4 mL). The reaction mixture was stirred for 4 h at 95° C., then cooled to ambient temperature and filtered over celite. The filtrate was evaporated to dryness and the residue was purified by flash column chromatography [silica; methanol/d... The reactants are C(CC)C1CCC2=C(C(OC3=CC(=CC=C23)C2=CC(=C(C(=C2)F)F)F)=O)C1 (8-propyl-3-(3,4,5-trifluorophenyl)-7,8,9,10-tetrahydrobenzo[c]chromen-6-one), O (water), C(C)O (ethanol), [O-]CC.[Na+] (sodium ethoxide). Reagents/catalysts: [Pd] (palladium). Run in C1CCOC1 (THF). Yields the product C(CC)C1CCC(C(C1)C(=O)OCC)C1=C(C=C(C=C1)C1=CC(=C(C(=C1)F)F)F)O (ethyl 5-propyl-2-(3′,4′,5′-trifluoro-3-hydroxybiphenyl-4-yl)cyclohexanecarboxylate). As a reaction SMILES: [CH2:1]([CH:4]1[CH2:27][C:8]2[C:9](=[O:26])[O:10][C:11]3[C:16]([C:7]=2[CH2:6][CH2:5]1)=[CH:15][CH:14]=[C:13]([C:17]1[CH:22]=[C:21]([F:23])[C:20]([F:24])=[C:19]([F:25])[CH:18]=1)[CH:12]=3)[CH2:2][CH3:3].[CH2:28](O)[CH3:29].[O-:31]CC.[Na+].O>C1COCC1.[Pd]>[CH2:1]([CH:4]1[CH2:27][CH:8]([C:9]([O:10][CH2:28][CH3:29])=[O:26])[CH:7]([C:16]2[CH:15]=[CH:14][C:13]([C:17]3[CH:22]=[C:21]([F:23])[C:20]([F:24])=[C:19]([F:25])[CH:18]=3)=[CH:12][C:11]=2[OH:31])[CH2:6][CH2:5]1)[CH2:2][CH3:3] |f:2.3|. Procedure: 10 g (26.9 mmol) of 8-propyl-3-(3,4,5-trifluorophenyl)-7,8,9,10-tetrahydrobenzo[c]chromen-6-one from Example 1 (1.2.) are dissolved in THF and hydrogenated to cessation in the presence of palladium/active carbon catalyst. The mixture is subsequently filtered, the solvent is removed under reduced pressure, and the residue is dissolved in abs. ethanol and, after addition of 5.5 g (80.7 mmol) of sodium ethoxide, refluxed overnight. After addition of water, the mixture is acidified, the solution is ... Reactants: IC1=NC2=C(N1C)C=CC(=C2)CN2CCCC2 (2-iodo-1-methyl-5-pyrrolidin-1-ylmethyl-1H-benzimidazole), ClC1=CC=C(C=C1)C=1C=CC(=NC1)C#C (5-(4-chloro-phenyl)-2-ethynyl-pyridine). Yields the product ClC1=CC=C(C=C1)C=1C=CC(=NC1)C#CC1=NC2=C(N1C)C=CC(=C2)CN2CCCC2 (2-[5-(4-chloro-phenyl)-pyridin-2-ylethynyl]-1-methyl-5-pyrrolidin-1-ylmethyl-1H-benzimidazole). RXN SMILES: I[C:2]1[N:6]([CH3:7])[C:5]2[CH:8]=[CH:9][C:10]([CH2:12][N:13]3[CH2:17][CH2:16][CH2:15][CH2:14]3)=[CH:11][C:4]=2[N:3]=1.[Cl:18][C:19]1[CH:24]=[CH:23][C:22]([C:25]2[CH:26]=[CH:27][C:28]([C:31]#[CH:32])=[N:29][CH:30]=2)=[CH:21][CH:20]=1>>[Cl:18][C:19]1[CH:20]=[CH:21][C:22]([C:25]2[CH:26]=[CH:27][C:28]([C:31]#[C:32][C:2]3[N:6]([CH3:7])[C:5]4[CH:8]=[CH:9][C:10]([CH2:12][N:13]5[CH2:17][CH2:16][CH2:15][CH2:14]5)=[CH:11][C:4]=4[N:3]=3)=[N:29][CH:30]=2)=[CH:23][CH:24]=1. Procedure: Prepared according to general working method I from 2-iodo-1-methyl-5-pyrrolidin-1-ylmethyl-1H-benzimidazole (100 mg, 0.29 mmol) and 5-(4-chloro-phenyl)-2-ethynyl-pyridine (68 mg, 0.32 mmol).